From a dataset of the Open Reaction Database (ORD), a public repository of structured organic reaction records. describe an organic reaction: reactants, conditions, products, and yield Starting materials: CC(C)(C)N(C([O-])=O)CC(CC1=CC=CC=C1)NC(=O)C=1N(C(=CC1)C1=CC=NN1C)C (1,1-dimethylethyl[2-({[1-methyl-5-(1-methyl-1H-pyrazol-5-yl)-1H-pyrrol-2-yl]carbonyl}amino)-3-phenylpropyl]carbamate), Cl (HCl). Solvent: C(Cl)(Cl)Cl (CHCl3), CO (MeOH), O1CCOCC1 (dioxane). Conditions: time 18 hour. Yields the product NCC(CC1=CC=CC=C1)NC(=O)C=1N(C(=CC1)C1=CC=NN1C)C (N-[2-amino-1-(phenylmethyl)ethyl]-1-methyl-5-(1-methyl-1H-pyrazol-5-yl)-1H-pyrrole-2-carboxamide). Reaction SMILES: CC([N:5]([CH2:9][CH:10]([NH:18][C:19]([C:21]1[N:22]([CH3:32])[C:23]([C:26]2[N:30]([CH3:31])[N:29]=[CH:28][CH:27]=2)=[CH:24][CH:25]=1)=[O:20])[CH2:11][C:12]1[CH:17]=[CH:16][CH:15]=[CH:14][CH:13]=1)C(=O)[O-])(C)C.Cl>C(Cl)(Cl)Cl.CO.O1CCOCC1>[NH2:5][CH2:9][CH:10]([NH:18][C:19]([C:21]1[N:22]([CH3:32])[C:23]([C:26]2[N:30]([CH3:31])[N:29]=[CH:28][CH:27]=2)=[CH:24][CH:25]=1)=[O:20])[CH2:11][C:12]1[CH:17]=[CH:16][CH:15]=[CH:14][CH:13]=1. Procedure details: 1,1-dimethylethyl[2-({[1-methyl-5-(1-methyl-1H-pyrazol-5-yl)-1H-pyrrol-2-yl]carbonyl}amino)-3-phenylpropyl]carbamate (20 mg, 0.05 mmol) [prepared in Example 48] in CHCl3 (4 mL) and MeOH (1 mL) was treated with 4 M HCl in dioxane (2 mL). After stirring for 18 h at RT, the reaction solution was adsorbed onto silica and purified via column chromatography (silica, 3% MeOH in DCM (1% NH4OH)) yielding the title compound. Starting materials: C(C1=CC=CC=C1)OC(=O)N[C@@H]1C(N(CC1)[C@@H]1[C@@H](C[C@@H](CC1)N(C)C(C)C)C(=O)OCC)=O (ethyl (1R,2S,5R)-2-((3S)-3-benzyloxycarbonylamino-2-oxo-pyrrolidin-1-yl)-5-(isopropyl-methyl-amino)-cyclohexanecarboxylate). The solvent is Cl (HCl). Conditions: temperature 55 celsius, time 20 hour. Yields the product C(C1=CC=CC=C1)OC(=O)N[C@@H]1C(N(CC1)[C@@H]1[C@@H](C[C@@H](CC1)N(C)C(C)C)C(=O)O)=O ((1R,2S,5R)-2-((3S)-3-Benzyloxycarbonylamino-2-oxo-pyrrolidin-1-yl)-5-(isopropyl-methyl-amino)-cyclohexanecarboxylic acid). Yield: 840.6%. Reaction SMILES: [CH2:1]([O:8][C:9]([NH:11][C@H:12]1[CH2:16][CH2:15][N:14]([C@H:17]2[CH2:22][CH2:21][C@@H:20]([N:23]([CH:25]([CH3:27])[CH3:26])[CH3:24])[CH2:19][C@H:18]2[C:28]([O:30]CC)=[O:29])[C:13]1=[O:33])=[O:10])[C:2]1[CH:7]=[CH:6][CH:5]=[CH:4][CH:3]=1>Cl>[CH2:1]([O:8][C:9]([NH:11][C@H:12]1[CH2:16][CH2:15][N:14]([C@H:17]2[CH2:22][CH2:21][C@@H:20]([N:23]([CH:25]([CH3:27])[CH3:26])[CH3:24])[CH2:19][C@H:18]2[C:28]([OH:30])=[O:29])[C:13]1=[O:33])=[O:10])[C:2]1[CH:7]=[CH:6][CH:5]=[CH:4][CH:3]=1. Reported procedure: Example 1, Alternative Step 9f: The aminoester 6 (9.76 g, 2.12 mmol) was dissolved in 2N HCl (80 mL), then heated to ˜55° C. under inert atmosphere. The reaction was stirred for 20 h, then cooled to room temperature. The reaction solution was washed twice with toluene (25 mL portions), neutralized to pH 6-7 by the addition of KOH pellets, then extracted eight times with methylene chloride (100 mL portions). The combined extracts were dried (Na2SO4), filtered, and concentrated under reduced press... Reaction conditions: time 3 hour. The reactants are Cl.C(C)O (hydrogen chloride ethanol), ClC1=C(C(=NC=2N1N=CN2)C)CC(C)Cl (7-chloro-6-(2-chloropropyl)-5-methyl-s-triazolo[1,5-a]pyrimidine), C(C)(C)(C)N (tert-butylamine), C([O-])([O-])=O.[Na+].[Na+] (sodium carbonate). Product: Cl.C(C)(C)(C)N1C(CC=2C(=NC=3N(C21)N=CN3)C)C (8-tert-Butyl-6,7-dihydro-5,7-dimethyl-8H-pyrrolo[3,2-e]-s-triazolo[1,5-a]pyrimidine Hydrochloride). Procedure: A mixture of 2.4g of 7-chloro-6-(2-chloropropyl)-5-methyl-s-triazolo[1,5-a]pyrimidine, 0.9g of tert-butylamine, 1.8g of sodium carbonate and 20 ml of ethanol was stirred for 3 hours at room temperature and then refluxed for 5 hours. The hot reaction mixture was filtered, the filtrate was concentrated under reduced pressure and the residue was purified by a column chromatography of alumina. To an oily substance thus obtained was added a solution of hydrogen chloride-ethanol and the crystals preci... RXN SMILES: [Cl:1][C:2]1[N:7]2[N:8]=[CH:9][N:10]=[C:6]2[N:5]=[C:4]([CH3:11])[C:3]=1[CH2:12][CH:13](Cl)[CH3:14].[C:16]([NH2:20])([CH3:19])([CH3:18])[CH3:17].C(=O)([O-])[O-].[Na+].[Na+].Cl.C(O)C>C(O)C>[ClH:1].[C:16]([N:20]1[C:2]2[N:7]3[N:8]=[CH:9][N:10]=[C:6]3[N:5]=[C:4]([CH3:11])[C:3]=2[CH2:12][CH:13]1[CH3:14])([CH3:19])([CH3:18])[CH3:17] |f:2.3.4,5.6,8.9|. Solvent: C(C)O (ethanol). Reactants: N1=C(C=CC=C1)NC=1C(=NC=CC1)N (N3-(pyridin-2-yl)pyridine-2,3-diamine), [NH4+].[Cl-] (NH4Cl), N([C@@H](C)C(=O)O)C(=O)OC(C)(C)C (Boc-L-Ala-OH), CN1CCOCC1 (N-methylmorpholine), ClC(=O)OCC(C)C (isobutyl chloroformate). Solvent: C(Cl)Cl (DCM), C(Cl)Cl (DCM). Conditions: temperature -10 celsius, time 15 minute. Product: O=C([C@H](C)NC(OC(C)(C)C)=O)NC1=NC=CC=C1NC1=NC=CC=C1 ((S)-tert-butyl 1-oxo-1-(3-(pyridin-2-ylamino)pyridin-2-ylamino)propan-2-ylcarbamate). As a reaction SMILES: [NH:1]([C:7]([O:9][C:10]([CH3:13])([CH3:12])[CH3:11])=[O:8])[C@H:2]([C:4]([OH:6])=O)[CH3:3].CN1CCOCC1.ClC(OCC(C)C)=O.[N:29]1[CH:34]=[CH:33][CH:32]=[CH:31][C:30]=1[NH:35][C:36]1[C:37]([NH2:42])=[N:38][CH:39]=[CH:40][CH:41]=1.[NH4+].[Cl-]>C(Cl)Cl>[O:6]=[C:4]([NH:42][C:37]1[C:36]([NH:35][C:30]2[CH:31]=[CH:32][CH:33]=[CH:34][N:29]=2)=[CH:41][CH:40]=[CH:39][N:38]=1)[C@@H:2]([NH:1][C:7](=[O:8])[O:9][C:10]([CH3:13])([CH3:12])[CH3:11])[CH3:3] |f:4.5|. Reported procedure: To a −10° C. solution (NaCl-ice bath) of Boc-L-Ala-OH (1.214 g, 6.42 mmol) and N-methylmorpholine (0.741 mL, 6.74 mmol) in DCM (16.04 mL) was added isobutyl chloroformate (0.839 mL, 6.42 mmol). The resulting cloudy light yellow mixture was stirred at −10° C. After 15 min at −10° C., to the mixture was then added a solution of N3-(pyridin-2-yl)pyridine-2,3-diamine (0.5974 g, 3.21 mmol) in DCM (16 mL) at −10° C. with stirring. The resulting mixture was allowed to warm to rt with stirring. After 15... Reactants: CN(C1=CC=CC=C1)C (dimethylaniline), CO (methanol), BrCC1(S[C@H]2N(C1C(=O)OCC(Cl)(Cl)Cl)C(C2NC(CC2=CC=CC=C2)=O)=O)C (2,2,2-Trichloroethyl 2-bromomethyl-2-methyl-6-(2-phenylacetamido)penam-3-carboxylate), P(Cl)(Cl)(Cl)(Cl)Cl (phosphorus pentachloride). The solvent is C(Cl)Cl (methylene chloride), O (Water). Conditions: temperature -15 celsius, time 1 hour. Yields the product Cl.BrCC1(S[C@H]2N(C1C(=O)OCC(Cl)(Cl)Cl)C(C2N)=O)C (2,2,2-trichloroethyl 2-bromomethyl-2-methyl-6-aminopenam-3-carboxylate hydrochloride). Yield: 169.9%. As a reaction SMILES: [Br:1][CH2:2][C:3]1([CH3:29])[CH:7]([C:8]([O:10][CH2:11][C:12]([Cl:15])([Cl:14])[Cl:13])=[O:9])[N:6]2[C:16](=[O:28])[CH:17]([NH:18]C(=O)CC3C=CC=CC=3)[C@H:5]2[S:4]1.CN(C)C1C=CC=CC=1.P(Cl)(Cl)(Cl)(Cl)Cl.CO>C(Cl)Cl.O>[ClH:13].[Br:1][CH2:2][C:3]1([CH3:29])[CH:7]([C:8]([O:10][CH2:11][C:12]([Cl:15])([Cl:14])[Cl:13])=[O:9])[N:6]2[C:16](=[O:28])[CH:17]([NH2:18])[C@H:5]2[S:4]1 |f:6.7|. Procedure details: 2,2,2-Trichloroethyl 2-bromomethyl-2-methyl-6-(2-phenylacetamido)penam-3-carboxylate (10.8 g) was dissolved in dried methylene chloride (300 ml). To this solution were added under cooling at -35° C. dried dimethylaniline (3.6 g) and then phosphorus pentachloride (6.4 g) and the mixture was stirred for 2.5 hours at the same temperature. To the solution was added dropwise anhydrous methanol (6.4 g) at the same temperature and the mixture was stirred for 1 hour at -15° C. Water (6.5 ml) was added t... Starting materials: O=C([O-])[O-], CC(C)=O, CI, [K+], [K+], O=C1CC(O)C=C1CCCCCC(C(O)=S)c1ccccc1. Product: COC(=S)C(CCCCCC1=CC(O)CC1=O)c1ccccc1. Reaction SMILES: [C:23](=[O:24])([O-:25])[O-:26].[CH3:31][C:32](=[O:33])[CH3:34].[I:29][CH3:30].[K+:27].[K+:28].[OH:1][CH:2]1[CH:3]=[C:4]([CH2:8][CH2:9][CH2:10][CH2:11][CH2:12][CH:13]([C:14](=[S:15])[OH:16])[c:17]2[cH:18][cH:19][cH:20][cH:21][cH:22]2)[C:5](=[O:7])[CH2:6]1>>[OH:1][CH:2]1[CH:3]=[C:4]([CH2:8][CH2:9][CH2:10][CH2:11][CH2:12][CH:13]([C:14](=[S:15])[O:16][CH3:23])[c:17]2[cH:18][cH:19][cH:20][cH:21][cH:22]2)[C:5](=[O:7])[CH2:6]1.